Dataset: the Open Reaction Database (ORD), a public repository of structured organic reaction records. Task: describe an organic reaction: reactants, conditions, products, and yield Starting materials: CC(=O)O[BH-](OC(C)=O)OC(C)=O, CS(=O)(=O)c1ccc(NCCC2CC2C2CCN(c3ncc(Cl)cn3)CC2)cc1, CC(Cl)Cl, [Na+]. Yields the product CN(CCC1CC1C1CCN(c2ncc(Cl)cn2)CC1)c1ccc(S(C)(=O)=O)cc1. Reaction SMILES: [C:34]([O:35][BH-:36]([O:37][C:38](=[O:39])[CH3:40])[O:41][C:42](=[O:43])[CH3:44])(=[O:45])[CH3:46].[Cl:1][c:2]1[cH:3][n:4][c:5]([N:8]2[CH2:9][CH2:10][CH:11]([CH:14]3[CH:15]([CH2:17][CH2:18][NH:19][c:20]4[cH:21][cH:22][c:23]([S:26](=[O:27])(=[O:28])[CH3:29])[cH:24][cH:25]4)[CH2:16]3)[CH2:12][CH2:13]2)[n:6][cH:7]1.[Cl:30][CH:31]([Cl:32])[CH3:33].[Na+:47]>>[Cl:1][c:2]1[cH:3][n:4][c:5]([N:8]2[CH2:9][CH2:10][CH:11]([CH:14]3[CH:15]([CH2:17][CH2:18][N:19]([c:20]4[cH:21][cH:22][c:23]([S:26](=[O:27])(=[O:28])[CH3:29])[cH:24][cH:25]4)[CH3:31])[CH2:16]3)[CH2:12][CH2:13]2)[n:6][cH:7]1. Reactants: C(N)(=O)C1=C(C=CC(=C1)[N+](=O)[O-])NC(=O)C1=NC=CN=C1 (N-(2-carbamoyl-4-nitrophenyl)pyrazine-2-carboxamide), [OH-].[Na+] (NaOH). Solvent: CCO (EtOH). Run at time 18 hour. The product is [N+](=O)([O-])C=1C=C2C(NC(=NC2=CC1)C1=NC=CN=C1)=O (6-nitro-2-(pyrazin-2-yl)quinazolin-4(3H)-one). Isolated yield 88.1%. Reaction SMILES: [C:1]([C:4]1[CH:9]=[C:8]([N+:10]([O-:12])=[O:11])[CH:7]=[CH:6][C:5]=1[NH:13][C:14]([C:16]1[CH:21]=[N:20][CH:19]=[CH:18][N:17]=1)=O)(=[O:3])[NH2:2].[OH-].[Na+]>CCO>[N+:10]([C:8]1[CH:9]=[C:4]2[C:5](=[CH:6][CH:7]=1)[N:13]=[C:14]([C:16]1[CH:21]=[N:20][CH:19]=[CH:18][N:17]=1)[NH:2][C:1]2=[O:3])([O-:12])=[O:11] |f:1.2|. Procedure details: To a mixture of N-(2-carbamoyl-4-nitrophenyl)pyrazine-2-carboxamide (2.42 g, 8.43 mmol, 1.0 eq.) in EtOH (60 mL) was added NaOH (198 g, 49.5 mmol, 5.0 eq.). The resulting mixture was stirred at room temperature for 18 h. After the reaction was completed, the volatiles were removed in vacuo. The residue was partitioned between H2O (50 mL) and ethyl acetate (50 mL). The aqueous layer was neutralized to pH 5 by slow addition of aqueous citric acid. The resulting precipitate was collected and dried ... Reactants: [N+](=O)([O-])C1=CC=C(O1)C(=O)Cl (5-nitro-2-furancarboxylic acid chloride), N(N)C=1SC2=C(N1)C=CC(=C2)[N+](=O)[O-] (2-hydrazino-6-nitrobenzothiazole). Reaction conditions: temperature 0 celsius, time 1 hour. Yields the product [N+](=O)([O-])C1=CC2=C(N=C(S2)NNC(=O)C=2OC(=CC2)[N+](=O)[O-])C=C1 (N′2-(6-Nitro-1,3-benzothiazol-2yl)-5-nitro-2-furanecarbohydrazide). Reaction SMILES: [N+:1]([C:4]1[O:8][C:7]([C:9](Cl)=[O:10])=[CH:6][CH:5]=1)([O-:3])=[O:2].[NH:12]([C:14]1[S:15][C:16]2[CH:22]=[C:21]([N+:23]([O-:25])=[O:24])[CH:20]=[CH:19][C:17]=2[N:18]=1)[NH2:13]>>[N+:23]([C:21]1[CH:20]=[CH:19][C:17]2[N:18]=[C:14]([NH:12][NH:13][C:9]([C:7]3[O:8][C:4]([N+:1]([O-:3])=[O:2])=[CH:5][CH:6]=3)=[O:10])[S:15][C:16]=2[CH:22]=1)([O-:25])=[O:24]. Procedure: The compound 4h was prepared according to above described method by using 5-nitro-2-furancarboxylic acid chloride (430 mg, 1.5 mmol) and 2-hydrazino-6-nitrobenzothiazole (290 mg, 1 mmol) which stirred for 1 h at 0° C. and stirring continued at 25° C. for 11 h (yield 283 mg, 87%). Reactants: O=C1CCC2(CCCCC2)CC1, COC(=O)OC, CC(=O)O, CC(C)(C)[O-], [H-], [K+], [Na+], C1CCOC1. Product: COC(=O)C1CC2(CCCCC2)CCC1=O. RXN SMILES: [CH2:15]1[CH2:16][C:17](=[O:26])[CH2:18][CH2:19][C:20]12[CH2:21][CH2:22][CH2:23][CH2:24][CH2:25]2.[CH3:1][O:2][C:3](=[O:4])[O:5][CH3:6].[CH3:32][C:33](=[O:34])[OH:35].[CH3:9][C:10]([CH3:11])([O-:12])[CH3:13].[H-:7].[K+:14].[Na+:8].[O:27]1[CH2:28][CH2:29][CH2:30][CH2:31]1>>[C:3](=[O:4])([O:5][CH3:6])[CH:18]1[C:17](=[O:26])[CH2:16][CH2:15][C:20]2([CH2:19]1)[CH2:21][CH2:22][CH2:23][CH2:24][CH2:25]2. Reactants: OCCO, CS(C)=O, CC(C)(C)[O-], O=C(O)c1cn(C2CC2)c2cc(Cl)c(F)cc2c1=O, [K+], O. Yields the product O=C(O)c1cn(C2CC2)c2cc(OCCO)c(F)cc2c1=O. RXN SMILES: [CH2:5]([CH2:6][OH:7])[OH:8].[CH3:1][S:2]([CH3:3])=[O:4].[CH3:9][C:10]([CH3:11])([O-:12])[CH3:13].[Cl:15][c:16]1[c:17]([F:33])[cH:18][c:19]2[c:20](=[O:32])[c:21]([C:29](=[O:30])[OH:31])[cH:22][n:23]([CH:26]3[CH2:27][CH2:28]3)[c:24]2[cH:25]1.[K+:14].[OH2:34]>>[CH2:5]([CH2:6][O:7][c:16]1[c:17]([F:33])[cH:18][c:19]2[c:20](=[O:32])[c:21]([C:29](=[O:30])[OH:31])[cH:22][n:23]([CH:26]3[CH2:27][CH2:28]3)[c:24]2[cH:25]1)[OH:8]. Starting materials: COC(=O)C=1C=C(C=C(C1)N1C(OC2=C1C=CC=C2)=O)C2=CC=C(C=C2)C (4′-methyl-5-(2-oxo-benzooxazol-3-yl)-biphenyl-3-carboxylic acid methyl ester), [Li+].[OH-] (LiOH). The solvent is CN(C)C=O (DMF). Conditions: temperature 120 celsius, time 8 hour. Product: CC1=CC=C(C=C1)C1=CC(=CC(=C1)N1C(OC2=C1C=CC=C2)=O)C(=O)O (4′-methyl-5-(2-oxo-benzooxazol-3-yl)-biphenyl-3-carboxylic acid). Reaction SMILES: C[O:2][C:3]([C:5]1[CH:6]=[C:7]([C:21]2[CH:26]=[CH:25][C:24]([CH3:27])=[CH:23][CH:22]=2)[CH:8]=[C:9]([N:11]2[C:15]3[CH:16]=[CH:17][CH:18]=[CH:19][C:14]=3[O:13][C:12]2=[O:20])[CH:10]=1)=[O:4].[Li+].[OH-]>CN(C=O)C>[CH3:27][C:24]1[CH:23]=[CH:22][C:21]([C:7]2[CH:8]=[C:9]([N:11]3[C:15]4[CH:16]=[CH:17][CH:18]=[CH:19][C:14]=4[O:13][C:12]3=[O:20])[CH:10]=[C:5]([C:3]([OH:4])=[O:2])[CH:6]=2)=[CH:26][CH:25]=1 |f:1.2|. Procedure: The 4′-methyl-5-(2-oxo-benzooxazol-3-yl)-biphenyl-3-carboxylic acid methyl ester from step 1 was dissolved in DMF (6 mL) and LiOH (500 mg, excess) was added. The reaction mixture was stirred at 120° C. overnight and then cooled to room temperature and partitioned between dichloromethane and saturated aqueous citric acid solution. The organic layer was concentrated under reduced pressure to give crude 4′-methyl-5-(2-oxo-benzooxazol-3-yl)-biphenyl-3-carboxylic acid, which was used directly in the ... The reactants are C(C)S(=O)(=O)N1CCC(CC1)C1=CNC2=C(C=C(C=C12)C=1SC(=CC1)CNCC(CC)C)C(=O)N (3-[1-(ethylsulfonyl)-4-piperidinyl]-5-(5-{[(2-methylbutyl)amino]methyl}-2-thienyl)-1H-indole-7-carboxamide), [BH3-]C#N.[Na+] (NaCNBH3), C(=O)C1=CC=C(S1)B(O)O ((5-formyl-2-thienyl)boronic acid), C[C@H](C(C)C)N ([(1R)-1,2-dimethylpropyl]amine). Yields the product C[C@H](C(C)C)NCC1=CC=C(S1)B(O)O ([5-({[(1R)-1,2-dimethylpropyl]amino}methyl)-2-thienyl]boronic acid). As a reaction SMILES: C(S(N1CCC(C2[C:20]3[C:15](=[C:16]([C:33](N)=O)[CH:17]=C(C4SC(CNCC(C)CC)=CC=4)C=3)[NH:14]C=2)CC1)(=O)=O)C.[CH:36]([C:38]1[S:42][C:41]([B:43]([OH:45])[OH:44])=[CH:40][CH:39]=1)=O.C[C@@H](N)C(C)C.[BH3-]C#N.[Na+]>>[CH3:20][C@@H:15]([NH:14][CH2:36][C:38]1[S:42][C:41]([B:43]([OH:45])[OH:44])=[CH:40][CH:39]=1)[CH:16]([CH3:33])[CH3:17] |f:3.4|. Procedure details: Following the general procedure of 3-[1-(ethylsulfonyl)-4-piperidinyl]-5-(5-{[(2-methylbutyl)amino]methyl}-2-thienyl)-1H-indole-7-carboxamide, (5-formyl-2-thienyl)boronic acid (50 mg, 0.32 mmol), [(1R)-1,2-dimethylpropyl]amine (28 mg, 0.32 mmol), and NaCNBH3 (40 mg, 0.64 mmol) were reacted to give 30 mg of crude [5-({[(1R)-1,2-dimethylpropyl]amino}methyl)-2-thienyl]boronic acid. The crude [5-({[(1R)-1,2-dimethylpropyl]amino}methyl)-2-thienyl]boronic acid was then reacted with 5-bromo-3-[1-(ethyl...